From a dataset of the Open Reaction Database (ORD), a public repository of structured organic reaction records. describe an organic reaction: reactants, conditions, products, and yield Starting materials: IC1=NN(C2=NC=NC(=C21)NC(OC(C)(C)C)=O)C2=CC(=CC=C2)NC (tert-butyl 3-iodo-1-(3-(methylamino)phenyl)-1H-pyrazolo[3,4-d]pyrimidin-4-ylcarbamate), C(C=C)(=O)Cl (acryloyl chloride), C(=O)(C(F)(F)F)O (TFA). Run in C(Cl)Cl (DCM). Reaction conditions: time 8 hour. Yields the product NC1=C2C(=NC=N1)N(N=C2I)C=2C=C(C=CC2)N(C(C=C)=O)C (N-(3-(4-amino-3-iodo-1H-pyrazolo[3,4-d]pyrimidin-1-yl)phenyl)-N-methylacrylamide). Yield: 90.1%. RXN SMILES: [I:1][C:2]1[C:10]2[C:5](=[N:6][CH:7]=[N:8][C:9]=2[NH:11]C(=O)OC(C)(C)C)[N:4]([C:19]2[CH:24]=[CH:23][CH:22]=[C:21]([NH:25][CH3:26])[CH:20]=2)[N:3]=1.[C:27](Cl)(=[O:30])[CH:28]=[CH2:29].C(O)(C(F)(F)F)=O>C(Cl)Cl>[NH2:11][C:9]1[N:8]=[CH:7][N:6]=[C:5]2[N:4]([C:19]3[CH:20]=[C:21]([N:25]([CH3:26])[C:27](=[O:30])[CH:28]=[CH2:29])[CH:22]=[CH:23][CH:24]=3)[N:3]=[C:2]([I:1])[C:10]=12. Procedure details: To a stirred solution of tert-butyl 3-iodo-1-(3-(methylamino)phenyl)-1H-pyrazolo[3,4-d]pyrimidin-4-ylcarbamate (46) (440 mg, 0.99 mmol) in DCM (8 mL) at 0° C. was added acryloyl chloride (103 mg, 1.13 mmol) dropwise. The resulting mixture was stirred at RT overnight before introducing TFA (8 mL). Stirring was continued for an additional 2 h. Solvents were removed and the residue was dissolved in sat. aquous NaHCO3. The product was extracted with 85% DCM/IPA (50 mL×3). The combined organic extrac... Procedure details: To a 5 mL microwave vial were added methyl 1-{[1-(3-bromobenzyl)-5-(quinolin-2-ylmethoxy)-1H-benzimidazol-2-yl]methyl}cyclopentane carboxylate (59 mg, 0.1 mmol), Pd(Ph3)4 (10 mg, 0.008 mmol), (1-((2-(trimethylsilyl)ethoxy)methyl)-1H-pyrazol-5-yl)boronic acid (65 mg, 0.26 mmol), Na2CO3 (0.15 mL, 2 M) and 1,4-dioxane (1.5 mL). The vial was flushed with N2 then capped and placed in a heating block at 100° C. After 16 h the mixture was cooled to RT, transferred to a round-bottomed flask and concentr... Reactants: BrC=1C=C(CN2C(=NC3=C2C=CC(=C3)OCC3=NC2=CC=CC=C2C=C3)CC3(CCCC3)C(=O)OC)C=CC1 (methyl 1-{[1-(3-bromobenzyl)-5-(quinolin-2-ylmethoxy)-1H-benzimidazol-2-yl]methyl}cyclopentane carboxylate), Pd(Ph3)4, C[Si](CCOCN1N=CC=C1B(O)O)(C)C ((1-((2-(trimethylsilyl)ethoxy)methyl)-1H-pyrazol-5-yl)boronic acid), C(=O)([O-])[O-].[Na+].[Na+] (Na2CO3). Run in O1CCOCC1 (1,4-dioxane). Reaction SMILES: Br[C:2]1[CH:3]=[C:4]([CH:37]=[CH:38][CH:39]=1)[CH2:5][N:6]1[C:10]2[CH:11]=[CH:12][C:13]([O:15][CH2:16][C:17]3[CH:26]=[CH:25][C:24]4[C:19](=[CH:20][CH:21]=[CH:22][CH:23]=4)[N:18]=3)=[CH:14][C:9]=2[N:8]=[C:7]1[CH2:27][C:28]1([C:33]([O:35][CH3:36])=[O:34])[CH2:32][CH2:31][CH2:30][CH2:29]1.[CH3:40][Si:41]([CH3:55])([CH3:54])[CH2:42][CH2:43][O:44][CH2:45][N:46]1[C:50](B(O)O)=[CH:49][CH:48]=[N:47]1.C([O-])([O-])=O.[Na+].[Na+]>O1CCOCC1>[N:18]1[C:19]2[C:24](=[CH:23][CH:22]=[CH:21][CH:20]=2)[CH:25]=[CH:26][C:17]=1[CH2:16][O:15][C:13]1[CH:12]=[CH:11][C:10]2[N:6]([CH2:5][C:4]3[CH:37]=[CH:38][CH:39]=[C:2]([C:50]4[N:46]([CH2:45][O:44][CH2:43][CH2:42][Si:41]([CH3:55])([CH3:54])[CH3:40])[N:47]=[CH:48][CH:49]=4)[CH:3]=3)[C:7]([CH2:27][C:28]3([C:33]([O:35][CH3:36])=[O:34])[CH2:32][CH2:31][CH2:30][CH2:29]3)=[N:8][C:9]=2[CH:14]=1 |f:2.3.4|. Yields the product N1=C(C=CC2=CC=CC=C12)COC1=CC2=C(N(C(=N2)CC2(CCCC2)C(=O)OC)CC2=CC(=CC=C2)C2=CC=NN2COCC[Si](C)(C)C)C=C1 (Methyl 1-((5-(quinolin-2-ylmethoxy)-1-(3-(1-((2-(trimethylsilyl)ethoxy)methyl)-1H-pyrazol-5-yl)benzyl)-1H-benzo[d]imidazol-2-yl)methyl)cyclopentanecarboxylate). Reactants: Cl (HCl), C(C)(C)(C)OC(=O)N1CCN2C1=C(C(=C(C2=O)C)NC2=C(C=C(C=C2)I)F)NS(=O)(=O)C2(CC2)CC(CO)O (8-[1-(2,3-dihydroxy-propyl)-cyclopropanesulfonylamino]-7-(2-fluoro-4-iodo-phenylamino)-6-methyl-5-oxo-2,3-dihydro-5H-imidazo[1,2-a]pyridine-1-carboxylic acid tert-butyl ester), CO (MeOH). Run in C(Cl)(Cl)Cl (CHCl3), C1CCOC1 (THF). Conditions: temperature 40 celsius, time 2 hour. Product: FC1=C(C=CC(=C1)I)NC=1C(=C2N(C(C1C)=O)CCN2)NS(=O)(=O)C2(CC2)CC(CO)O (1-(2,3-Dihydroxy-propyl)-cyclopropanesulfonic acid [7-(2-fluoro-4-iodo-phenylamino)-6-methyl-5-oxo-1,2,3,5-tetrahydro-imidazo[1,2-a]pyridin-8-yl]-amide). The yield is 14.7%. RXN SMILES: Cl.C(OC([N:9]1[C:13]2=[C:14]([NH:29][S:30]([C:33]3([CH2:36][CH:37]([OH:40])[CH2:38][OH:39])[CH2:35][CH2:34]3)(=[O:32])=[O:31])[C:15]([NH:20][C:21]3[CH:26]=[CH:25][C:24]([I:27])=[CH:23][C:22]=3[F:28])=[C:16]([CH3:19])[C:17](=[O:18])[N:12]2[CH2:11][CH2:10]1)=O)(C)(C)C.CO>C1COCC1.C(Cl)(Cl)Cl>[F:28][C:22]1[CH:23]=[C:24]([I:27])[CH:25]=[CH:26][C:21]=1[NH:20][C:15]1[C:14]([NH:29][S:30]([C:33]2([CH2:36][CH:37]([OH:40])[CH2:38][OH:39])[CH2:34][CH2:35]2)(=[O:31])=[O:32])=[C:13]2[NH:9][CH2:10][CH2:11][N:12]2[C:17](=[O:18])[C:16]=1[CH3:19]. Procedure: Concentrated HCl (3 mL) was added to a stirred solution of 8-[1-(2,3-dihydroxy-propyl)-cyclopropanesulfonylamino]-7-(2-fluoro-4-iodo-phenylamino)-6-methyl-5-oxo-2,3-dihydro-5H-imidazo[1,2-a]pyridine-1-carboxylic acid tert-butyl ester (80 mg) in THF (5 mL). The resulting mixture was stirred at 40° C. for 2 hours. The reaction was monitored by TLC (15% MeOH in CHCl3). The reaction mixture was concentrated and partitioned between ethylacetate and water. The organic layer was washed with saturated N... The reactants are CO, COc1ccc(N(C)c2nc(Cl)nc3ccccc23)cc1, N. Yields the product COc1ccc(N(C)c2nc(N)nc3ccccc23)cc1. RXN SMILES: [CH3:23][OH:24].[Cl:1][c:2]1[n:3][c:4]2[cH:5][cH:6][cH:7][cH:8][c:9]2[c:10]([N:12]([CH3:13])[c:14]2[cH:15][cH:16][c:17]([O:20][CH3:21])[cH:18][cH:19]2)[n:11]1.[NH3:22]>>[c:2]1([NH2:22])[n:3][c:4]2[cH:5][cH:6][cH:7][cH:8][c:9]2[c:10]([N:12]([CH3:13])[c:14]2[cH:15][cH:16][c:17]([O:20][CH3:21])[cH:18][cH:19]2)[n:11]1. Starting materials: CC1(OC[C@@H](N1C(=O)OC(C)(C)C)C[C@@H]1CN(C(CC1)=O)C)C ((S)-tert-butyl 2,2-dimethyl-4-(((R)-1-methyl-6-oxopiperidin-3-yl)methyl)oxazolidine-3-carboxylate), CC=1C=CC(=CC1)S(=O)(=O)O (p-TSA), CC(C)(C)OC(=O)OC(=O)OC(C)(C)C (Boc2O), TEA. Run in CO (MeOH). Reaction conditions: time 8 hour. Product: OC[C@H](C[C@@H]1CN(C(CC1)=O)C)NC(OC(C)(C)C)=O (tert-butyl (S)-1-hydroxy-3-((R)-1-methyl-6-oxopiperidin-3-yl)propan-2-ylcarbamate). RXN SMILES: CC1(C)[N:6]([C:7]([O:9][C:10]([CH3:13])([CH3:12])[CH3:11])=[O:8])[C@@H:5]([CH2:14][C@H:15]2[CH2:20][CH2:19][C:18](=[O:21])[N:17]([CH3:22])[CH2:16]2)[CH2:4][O:3]1.CC1C=CC(S(O)(=O)=O)=CC=1.CC(OC(OC(OC(C)(C)C)=O)=O)(C)C>CO>[OH:3][CH2:4][C@@H:5]([NH:6][C:7](=[O:8])[O:9][C:10]([CH3:12])([CH3:11])[CH3:13])[CH2:14][C@H:15]1[CH2:20][CH2:19][C:18](=[O:21])[N:17]([CH3:22])[CH2:16]1. Reported procedure: To a solution of (S)-tert-butyl 2,2-dimethyl-4-(((R)-1-methyl-6-oxopiperidin-3-yl)methyl)oxazolidine-3-carboxylate (230 mg, 0.70 mmol) in MeOH (10 mL) was added p-TSA (30 mg, 0.17 mmol) and stirred at rt overnight. TEA (1 mL) was added, followed by Boc2O (30 mg). The reaction mixture was stirred for another 30 min. The solvent was removed under vacuum to give crude product tert-butyl (S)-1-hydroxy-3-((R)-1-methyl-6-oxopiperidin-3-yl)propan-2-ylcarbamate, which was used for next step without furt... Reagents/catalysts: [C-]#N.[C-]#N.[Zn+2] (Zn(CN)2), C=1C=CC(=CC1)[P](C=2C=CC=CC2)(C=3C=CC=CC3)[Pd]([P](C=4C=CC=CC4)(C=5C=CC=CC5)C=6C=CC=CC6)([P](C=7C=CC=CC7)(C=8C=CC=CC8)C=9C=CC=CC9)[P](C=1C=CC=CC1)(C=1C=CC=CC1)C=1C=CC=CC1 (Pd(PPh3)4). Procedure: 3-bromo-5-(trifluoromethyl)pyridine (1.0 g, 4.42 mmol, 1 eq) was dissolved in 20 mL anhydrous DMF. The solution was degassed by bubbling through with Ar. Zn(CN)2 (0.312 g, 2.65 mmol, 0.6 eq) and Pd(PPh3)4 were added, and the resulting solution was heated to 80° C. with stirring overnight. The reaction was cooled to room temperature and diluted with Et2O, NH4OH (28%) was added with stirring and the layers were separated. The organic layer was washed with water (×3), brine (×1), and dried over Na2... Run at temperature 80 celsius, time 8 hour. The product is FC(C=1C=NC=C(C#N)C1)(F)F (5-(trifluoromethyl)nicotinonitrile). The reactants are BrC=1C=NC=C(C1)C(F)(F)F (3-bromo-5-(trifluoromethyl)pyridine), CN(C)C=O (DMF). RXN SMILES: Br[C:2]1[CH:3]=[N:4][CH:5]=[C:6]([C:8]([F:11])([F:10])[F:9])[CH:7]=1.[CH3:12][N:13](C=O)C>CCOCC.[NH4+].[OH-].[C-]#N.[C-]#N.[Zn+2].C1C=CC([P]([Pd]([P](C2C=CC=CC=2)(C2C=CC=CC=2)C2C=CC=CC=2)([P](C2C=CC=CC=2)(C2C=CC=CC=2)C2C=CC=CC=2)[P](C2C=CC=CC=2)(C2C=CC=CC=2)C2C=CC=CC=2)(C2C=CC=CC=2)C2C=CC=CC=2)=CC=1>[F:9][C:8]([F:11])([F:10])[C:6]1[CH:5]=[N:4][CH:3]=[C:2]([CH:7]=1)[C:12]#[N:13] |f:3.4,5.6.7,^1:32,34,53,72|. The yield is 44.0%. Solvent: CCOCC (Et2O), [NH4+].[OH-] (NH4OH). The reactants are Cl.CNC (dimethylamine hydrochloride), Cl.C(C)N=C=NCCCN(C)C (1-ethyl-3-(3-dimethylaminopropyl)carbodiimide hydrochloride), ON1N=NC2=C1N=CC=C2 (1-hydroxy-7-azabenzotriazole), C(C)(C)N(CC)C(C)C (diisopropylethylamine), FC1=CC=C(C=C1)[C@H](C)NC=1C=C(C(=O)O)C=C(N1)NC1=NC=CN=C1 ((S)-2-[1-(4-Fluorophenyl)ethylamino]-6-(pyrazin-2-ylamino) isonicotinic acid). Solvent: CN(C=O)C (dimethylformamide), C(C)(=O)OCC (ethyl acetate). Conditions: time 4 hour. The product is FC1=CC=C(C=C1)[C@H](C)NC=1C=C(C(=O)N(C)C)C=C(N1)NC1=NC=CN=C1 ((S)-2-[1-(4-Fluorophenyl)ethylamino]-N,N-dimethyl-6-(pyrazin-2-ylamino)isonicotinamide). Yield: 59.7%. Reaction SMILES: [F:1][C:2]1[CH:7]=[CH:6][C:5]([C@@H:8]([NH:10][C:11]2[CH:12]=[C:13]([CH:17]=[C:18]([NH:20][C:21]3[CH:26]=[N:25][CH:24]=[CH:23][N:22]=3)[N:19]=2)[C:14]([OH:16])=O)[CH3:9])=[CH:4][CH:3]=1.Cl.[CH3:28][NH:29][CH3:30].Cl.C(N=C=NCCCN(C)C)C.ON1C2N=CC=CC=2N=N1.C(N(C(C)C)CC)(C)C>CN(C)C=O.C(OCC)(=O)C>[F:1][C:2]1[CH:7]=[CH:6][C:5]([C@@H:8]([NH:10][C:11]2[CH:12]=[C:13]([CH:17]=[C:18]([NH:20][C:21]3[CH:26]=[N:25][CH:24]=[CH:23][N:22]=3)[N:19]=2)[C:14]([N:29]([CH3:30])[CH3:28])=[O:16])[CH3:9])=[CH:4][CH:3]=1 |f:1.2,3.4|. Reported procedure: 70 mg of (S)-2-[1-(4-fluorophenyl)ethylamino]-6-(pyrazin-2-ylamino) isonicotinic acid (Example 141) was dissolved in 0.5 ml of dimethylformamide, 81 mg of dimethylamine hydrochloride, 37 mg of 1-ethyl-3-(3-dimethylaminopropyl)carbodiimide hydrochloride, 32 mg of 1-hydroxy-7-azabenzotriazole, and 0.18 ml of diisopropylethylamine were added thereto, and the mixture was stirred at room temperature for 4 hours. The reaction solution was diluted with ethyl acetate, and the organic layer was washed in... The reactants are CC(C)(C)N, CO, CC(O)OCCCl, [Na+], [OH-]. The product is CC(O)OCCNC(C)(C)C. RXN SMILES: [C:1]([CH3:2])([CH3:3])([CH3:4])[NH2:5].[CH3:15][OH:16].[Cl:6][CH2:7][CH2:8][O:9][CH:10]([CH3:11])[OH:12].[Na+:14].[OH-:13]>>[C:1]([CH3:2])([CH3:3])([CH3:4])[NH:5][CH2:7][CH2:8][O:9][CH:10]([CH3:11])[OH:12]. Starting materials: BrCC1CO1, O=C([O-])[O-], COc1cc2c(Nc3ccc(Cl)cc3F)ncnc2cc1OCC1CO1, [K+], [K+], CN(C)C=O, COc1cc2c(Nc3ccc(Br)cc3F)ncnc2cc1O. Product: COc1cc2c(Nc3ccc(Br)cc3F)ncnc2cc1OCC1CO1. Reaction SMILES: [Br:49][CH2:50][CH:51]1[O:52][CH2:53]1.[C:54](=[O:55])([O-:56])[O-:57].[Cl:1][c:2]1[cH:3][c:4]([F:26])[c:5]([NH:8][c:9]2[n:10][cH:11][n:12][c:13]3[cH:14][c:15]([O:21][CH2:22][CH:23]4[CH2:24][O:25]4)[c:16]([O:19][CH3:20])[cH:17][c:18]23)[cH:6][cH:7]1.[K+:58].[K+:59].[O:60]=[CH:61][N:62]([CH3:63])[CH3:64].[OH:27][c:28]1[cH:29][c:30]2[c:31]([c:32]([NH:33][c:34]3[cH:35][cH:36][c:37]([Br:45])[cH:38][c:39]3[F:40])[n:41][cH:42][n:43]2)[cH:44][c:46]1[O:47][CH3:48]>>[c:2]1([Br:45])[cH:3][c:4]([F:26])[c:5]([NH:8][c:9]2[n:10][cH:11][n:12][c:13]3[cH:14][c:15]([O:21][CH2:22][CH:23]4[CH2:24][O:25]4)[c:16]([O:19][CH3:20])[cH:17][c:18]23)[cH:6][cH:7]1.